This data is from the Open Reaction Database (ORD), a public repository of structured organic reaction records. The task is: describe an organic reaction: reactants, conditions, products, and yield The reactants are CCOC(=O)CC#N, CCCCCC, CCO, O=Cc1ccc(OCCO)cc1. The product is CCOC(=O)C(C#N)=Cc1ccc(OCCO)cc1. Reaction SMILES: [C:1](#[N:2])[CH2:3][C:4](=[O:5])[O:6][CH2:7][CH3:8].[CH3:21][CH2:22][CH2:23][CH2:24][CH2:25][CH3:26].[CH3:27][CH2:28][OH:29].[OH:9][CH2:10][CH2:11][O:12][c:13]1[cH:14][cH:15][c:16]([CH:17]=[O:18])[cH:19][cH:20]1>>[C:1](#[N:2])[C:3]([C:4](=[O:5])[O:6][CH2:7][CH3:8])=[CH:17][c:16]1[cH:15][cH:14][c:13]([O:12][CH2:11][CH2:10][OH:9])[cH:20][cH:19]1. The reactants are ice, P(Cl)(Cl)(Cl)(Cl)Cl (PCl5), [Al+3].[Cl-].[Cl-].[Cl-] (AlCl3), IC1=C(C(=O)O)C=CC(=C1)Cl (2-iodo-4-chlorobenzoic acid). The solvent is ClCCCl (1,2-dichloroethane). Conditions: time 1 hour. Yields the product ClC1=CC(=C(C(=O)C2=CC=CC=C2)C=C1)I (4-chloro-2-iodobenzophenone). The yield is 164.9%. As a reaction SMILES: P(Cl)(Cl)(Cl)(Cl)Cl.[I:7][C:8]1[CH:16]=[C:15]([Cl:17])[CH:14]=[CH:13][C:9]=1[C:10]([OH:12])=O.[Al+3].[Cl-].[Cl-].[Cl-]>ClCCCl>[Cl:17][C:15]1[CH:14]=[CH:13][C:9]([C:10]([C:8]2[CH:16]=[CH:15][CH:14]=[CH:13][CH:9]=2)=[O:12])=[C:8]([I:7])[CH:16]=1 |f:2.3.4.5|. Reported procedure: A solution of 1.47 g of PCl5 (7.08 mmol, 1 eq.) in 35 mL of 1,2-dichloroethane was cooled to 0° under N2, then 2.00 g of 2-iodo-4-chlorobenzoic acid (7.08 mmol), 1 eq.) was added neat, at once. The bath was removed, the reaction allowed to warm to 25° and maintained there for 3 hr. The volatiles were removed in vacuo, the residue dissolved in 35 mL of fresh 1,2-chloroethane and again evaporated. The residual oil was dissolved in 70 mL of benzene, cooled to 0° and treated with 0.94g of AlCl3 (7.0... Starting materials: solid, C1(CC1)COC1=NC=CC=C1C1=NC2=C(N1CC1=CC=C(C=C1)CCC(=O)O)C=C(C(=C2)F)F (3-{4-[2-(2-Cyclopropylmethoxy-pyridin-3-yl)-5,6-difluoro-benzoimidazol-1-ylmethyl]-phenyl}-propionic acid), ClC1=CC(=C(C=C1)C1=NC2=C(N1CC1CCCCC1)C=C(C(=C2)F)F)OCC2=C(C=CC=C2)Cl (2-[4-Chloro-2-(2-chloro-benzyloxy)-phenyl]-1-cyclohexylmethyl-5,6-difluoro-1H-benzoimidazole), ClC1=CC(=C(C=C1)C1=NC2=C(N1CC1CCCCC1)C=C(C(=C2)F)F)OCC2=C(C=CC=C2)Cl (2-[4-Chloro-2-(2-chloro-benzyloxy)-phenyl]-1-cyclohexylmethyl-5,6-difluoro-1H-benzoimidazole), ICC1CCCC1 (iodomethyl-cyclopentane). The product is ClC1=CC(=C(C=C1)C1=NC2=C(N1CC1CCCC1)C=C(C(=C2)F)F)OC (2-(4-Chloro-2-methoxy-phenyl)-1-cyclopentylmethyl-5,6-difluoro-1H-benzoimidazole). Reaction SMILES: C1(COC2C(C3N(CC4C=CC(CCC(O)=O)=CC=4)C4C=C(F)C(F)=CC=4N=3)=CC=CN=2)CC1.[Cl:35][C:36]1[CH:41]=[CH:40][C:39]([C:42]2[N:46]([CH2:47][CH:48]3[CH2:53][CH2:52][CH2:51]C[CH2:49]3)[C:45]3[CH:54]=[C:55]([F:59])[C:56]([F:58])=[CH:57][C:44]=3[N:43]=2)=[C:38]([O:60][CH2:61]C2C=CC=CC=2Cl)[CH:37]=1.ICC1CCCC1>>[Cl:35][C:36]1[CH:41]=[CH:40][C:39]([C:42]2[N:46]([CH2:47][CH:48]3[CH2:49][CH2:51][CH2:52][CH2:53]3)[C:45]3[CH:54]=[C:55]([F:59])[C:56]([F:58])=[CH:57][C:44]=3[N:43]=2)=[C:38]([O:60][CH3:61])[CH:37]=1. Procedure details: The title compound was prepared in analogy to Example 19, intermediate b, from 2-(4-chloro-2-methoxy-phenyl)-5,6-difluoro-1H-benzoimidazole (Example 19, intermediate c) and iodomethyl-cyclopentane (CAS Reg. No. 27935-87-1). Brown sticky solid (50%). MS (Turbo Spray): m/z=377.1 (M+H). Starting materials: NC1=C(C=C(C=C1OCC)C(CS(=O)(=O)C)=O)OCC (4'-amino-3',5'-diethoxy-2-(methylsulfonyl)-acetophenone), [OH-].[Na+] (sodium hydroxide), C(C)O (ethanol), [BH4-].[Na+] (sodium borohydride). The solvent is O (water), O (water). Run at time 17 hour. Yields the product NC1=C(C=C(C(CS(=O)(=O)C)O)C=C1OCC)OCC (4-amino-3,5-diethoxy-α-[(methylsulfonyl)-methyl]-benzyl alcohol). Reaction SMILES: [NH2:1][C:2]1[C:7]([O:8][CH2:9][CH3:10])=[CH:6][C:5]([C:11](=[O:17])[CH2:12][S:13]([CH3:16])(=[O:15])=[O:14])=[CH:4][C:3]=1[O:18][CH2:19][CH3:20].C(O)C.[BH4-].[Na+].[OH-].[Na+]>O>[NH2:1][C:2]1[C:7]([O:8][CH2:9][CH3:10])=[CH:6][C:5]([CH:11]([OH:17])[CH2:12][S:13]([CH3:16])(=[O:15])=[O:14])=[CH:4][C:3]=1[O:18][CH2:19][CH3:20] |f:2.3,4.5|. Procedure: A suspension of 26 g. of 4'-amino-3',5'-diethoxy-2-(methylsulfonyl)-acetophenone in 350 ml. of ethanol and 350 ml. of water was treated with a solution of 7.0 g. of sodium borohydride in 90 ml. of water. There was also added 0.5 g. of sodium hydroxide. The mixture was stirred for 17 hours at room temperature, cooled with ice, diluted with 500 ml. of water and filtered under vacuum. After recrystallization from methanol, there was obtained 4-amino-3,5-diethoxy-α-[(methylsulfonyl)-methyl]-benzyl a... Reactants: CC(C=C)O (but-3-en-2-ol), C(C)(=O)OC(C)=O (acetic anhydride), N1=CC=CC=C1 (pyridine). Reaction conditions: temperature 50 celsius. Yields the product CC(COC(C)=O)C=C (Acetic acid 2-methyl-but-3-enyl ester). As a reaction SMILES: [CH3:1][CH:2](O)C=C.[C:6]([O:9][C:10](=O)[CH3:11])(=[O:8])[CH3:7].N1C=CC=C[CH:14]=1>>[CH3:14][CH:11]([CH:1]=[CH2:2])[CH2:10][O:9][C:6](=[O:8])[CH3:7]. Reported procedure: To a solution of but-3-en-2-ol (0.16 mL, 1.6 mmol) in pyridine (1 mL) is added acetic anhydride (0.28 mL, 1.6 mmol) and the mixture is heated at 50° C. for 18 h. Pyridine is removed by washing with Et2O and 1 N HCl solution, followed by sat. CuSO4, water and brine. The organic layer is dried with NaSO4 and concentrated to give the title compound.